This data is from the Open Reaction Database (ORD), a public repository of structured organic reaction records. The task is: describe an organic reaction: reactants, conditions, products, and yield Reactants: C(C)(C)(C)OC(=O)N1CCN(CC1)C1=NC=C(C=C1C(F)(F)F)Br (4-(5-Bromo-3-trifluoromethyl-pyridin-2-yl)-piperazine-1-carboxylic acid tert-butyl ester), NCCN(C)C (N-(2-aminoethyl)-N,N-dimethylamine), C1(=C(C=CC=C1)P(C(C)(C)C)C(C)(C)C)C1=CC=CC=C1 (biphenyl-2-yl-di-tert-butyl-phosphane), CC(C)([O-])C.[Na+] (sodium t-butoxide). The reagents and catalysts are C1=CC=C(C=C1)/C=C/C(=O)/C=C/C2=CC=CC=C2.C1=CC=C(C=C1)/C=C/C(=O)/C=C/C2=CC=CC=C2.C1=CC=C(C=C1)/C=C/C(=O)/C=C/C2=CC=CC=C2.C(Cl)(Cl)Cl.[Pd].[Pd] (tris (dibenzylideneacetone) dipalladium (0) chloroform adduct). The solvent is C1(=CC=CC=C1)C (toluene). Yields the product C(C)(C)(C)OC(=O)N1CCN(CC1)C1=NC=C(C=C1C(F)(F)F)NCCN(C)C (4-[5-(2-Dimethylamino-ethylamino)-3-trifluoromethyl-pyridin-2-yl]-piperazine-1-carboxylic acid tert-butyl ester). RXN SMILES: [C:1]([O:5][C:6]([N:8]1[CH2:13][CH2:12][N:11]([C:14]2[C:19]([C:20]([F:23])([F:22])[F:21])=[CH:18][C:17](Br)=[CH:16][N:15]=2)[CH2:10][CH2:9]1)=[O:7])([CH3:4])([CH3:3])[CH3:2].[NH2:25][CH2:26][CH2:27][N:28]([CH3:30])[CH3:29].C1(C2C=CC=CC=2)C=CC=CC=1P(C(C)(C)C)C(C)(C)C.CC(C)([O-])C.[Na+]>C1(C)C=CC=CC=1.C1C=CC(/C=C/C(/C=C/C2C=CC=CC=2)=O)=CC=1.C1C=CC(/C=C/C(/C=C/C2C=CC=CC=2)=O)=CC=1.C1C=CC(/C=C/C(/C=C/C2C=CC=CC=2)=O)=CC=1.C(Cl)(Cl)Cl.[Pd].[Pd]>[C:1]([O:5][C:6]([N:8]1[CH2:13][CH2:12][N:11]([C:14]2[C:19]([C:20]([F:23])([F:22])[F:21])=[CH:18][C:17]([NH:25][CH2:26][CH2:27][N:28]([CH3:30])[CH3:29])=[CH:16][N:15]=2)[CH2:10][CH2:9]1)=[O:7])([CH3:4])([CH3:3])[CH3:2] |f:3.4,6.7.8.9.10.11|. Procedure: A mixture of 4-(5-bromo-3-trifluoromethyl-pyridin-2-yl)-piperazine-1-carboxylic acid tert-butyl ester from step (b) above (174 mg, 0.42 mmol), N-(2-aminoethyl)-N,N-dimethylamine (56 μL, 0.51 mmol, Aldrich), tris (dibenzylideneacetone) dipalladium (0) chloroform adduct (22 mg, 0.021 mmol, Strem Chemicals), biphenyl-2-yl-di-tert-butyl-phosphane (13 mg, 0.042 mmol, Strem Chemicals), sodium t-butoxide (65 mg, 0.63 mmol, Aldrich) in toluene (2 mL) was subjected to microwave irradiation at 150° C. for...